describe an organic reaction: reactants, conditions, products, and yield From a dataset of the Open Reaction Database (ORD), a public repository of structured organic reaction records. Starting materials: C1(CC1)NC=1C2=C(N=CN1)C(=CS2)C(=O)NC=2C=C(C=CC2C)NC(OC(C)(C)C)=O (t-Butyl 3-(4-(cyclopropylamino)thieno[3,2-d]pyrimidine-7-carboxamido)-4-methylphenylcarbamate), C(=O)(C(F)(F)F)O (TFA). Run in C(Cl)Cl (DCM). Reaction conditions: time 8 hour. The product is NC=1C=CC(=C(C1)NC(=O)C1=CSC2=C1N=CN=C2NC2CC2)C (N-(5-amino-2-methylphenyl)-4-(cyclopropylamino)thieno[3,2-d]pyrimidine-7-carboxamide). RXN SMILES: [CH:1]1([NH:4][C:5]2[C:6]3[S:13][CH:12]=[C:11]([C:14]([NH:16][C:17]4[CH:18]=[C:19]([NH:24]C(=O)OC(C)(C)C)[CH:20]=[CH:21][C:22]=4[CH3:23])=[O:15])[C:7]=3[N:8]=[CH:9][N:10]=2)[CH2:3][CH2:2]1.C(O)(C(F)(F)F)=O>C(Cl)Cl>[NH2:24][C:19]1[CH:20]=[CH:21][C:22]([CH3:23])=[C:17]([NH:16][C:14]([C:11]2[C:7]3[N:8]=[CH:9][N:10]=[C:5]([NH:4][CH:1]4[CH2:2][CH2:3]4)[C:6]=3[S:13][CH:12]=2)=[O:15])[CH:18]=1. Procedure details: t-Butyl 3-(4-(cyclopropylamino)thieno[3,2-d]pyrimidine-7-carboxamido)-4-methylphenylcarbamate (7 g, 15.93 mmol) was dissolved in DCM (80 mL), TFA (12 mL, 159.3 mmol) was added thereto, and the mixture was stirred at room temperature for 8 hours. After the reaction was completed, the reaction mixture was concentrated under reduced pressure to remove the organic solvent and the remaining TFA, and water (20 mL) was added thereto. The reaction mixture was neutralized with 2.0 N NaOH solution, and th... Starting materials: aqueous solution, O.Cl.N[C@@H](CS)C(=O)O (L-cysteine hydrochloride monohydrate), [OH-].[Na+] (sodium hydroxide), BrCC#N (bromoacetonitrile). The solvent is O1CCOCC1 (dioxane). Run at time 18 hour. Yields the product C(#N)CSC[C@H](N)C(=O)O (S-(cyanomethyl)-L-cysteine). As a reaction SMILES: O.Cl.[NH2:3][C@H:4]([C:7]([OH:9])=[O:8])[CH2:5][SH:6].[OH-].[Na+].Br[CH2:13][C:14]#[N:15]>O1CCOCC1>[C:14]([CH2:13][S:6][CH2:5][C@@H:4]([C:7]([OH:9])=[O:8])[NH2:3])#[N:15] |f:0.1.2,3.4|. Procedure details: A 360 mL aqueous solution of commercially available (Aldrich) L-cysteine hydrochloride monohydrate (60.0 g, 341.7 mmole) and sodium hydroxide (27.33 g, 683.4 mmole), at room temperature, is treated with a solution of bromoacetonitrile (44.5 g, 370.6 mmole) in 130 mL of dioxane over 30 minutes. The reaction is stirred for 18 hours, during which time a thick precipitate will form. The solid is filtered off, washed with diethyl ether (100 mL) and dried under high vacuum at 40° C. to give the title ... The reactants are C(C)N(CCNCC)CC (N,N,N'-triethylethylenediamine), C(CC(O)(C(=O)O)CC(=O)O)(=O)O (citric acid), C1(=CC=CC=C1)S(=O)(=O)CCN (2-(phenylsulfonyl)ethanamine), C(=O)(N1C=NC=C1)N1C=NC=C1 (1,1'-carbonyldiimidazole). The solvent is O1CCCC1 (tetrahydrofuran), CO (methanol), CCOCC (ether), O1CCCC1 (tetrahydrofuran). The product is C(CC(O)(C(=O)O)CC(=O)O)(=O)O.C(C)N(CCN(C(=O)NCCS(=O)(=O)C1=CC=CC=C1)CC)CC (N-[2-(Diethylamino)ethyl]-N-ethyl-N'-[2-(phenylsulfonyl)ethyl]urea citrate). Yield: 52.0%. RXN SMILES: [C:1]1([S:7]([CH2:10][CH2:11][NH2:12])(=[O:9])=[O:8])[CH:6]=[CH:5][CH:4]=[CH:3][CH:2]=1.[C:13](N1C=CN=C1)(N1C=CN=C1)=[O:14].[CH2:25]([N:27]([CH2:33][CH3:34])[CH2:28][CH2:29][NH:30][CH2:31][CH3:32])[CH3:26].[C:35]([OH:47])(=[O:46])[CH2:36][C:37]([CH2:42][C:43]([OH:45])=[O:44])([C:39]([OH:41])=[O:40])[OH:38]>O1CCCC1.CO.CCOCC>[C:35]([OH:47])(=[O:46])[CH2:36][C:37]([CH2:42][C:43]([OH:45])=[O:44])([C:39]([OH:41])=[O:40])[OH:38].[CH2:25]([N:27]([CH2:33][CH3:34])[CH2:28][CH2:29][N:30]([CH2:31][CH3:32])[C:13]([NH:12][CH2:11][CH2:10][S:7]([C:1]1[CH:2]=[CH:3][CH:4]=[CH:5][CH:6]=1)(=[O:8])=[O:9])=[O:14])[CH3:26] |f:7.8|. Procedure: A solution of 5.55 g (0.030 mole) of 2-(phenylsulfonyl)ethanamine and 5.35 g (0.033 mole) of 1,1'-carbonyldiimidazole in 400 ml of tetrahydrofuran was stirred at room temperature for 1 hr. A solution of 4.62 g (0.032 mole) of N,N,N'-triethylethylenediamine in 50 ml of tetrahydrofuran was added, and the mixture was refluxed for 16 hr. The solvent was removed in vacuo, and the residue was partitioned between a mixture of 300 ml of methylene chloride and 500 ml of ether and water. The organic phase... Reactants: CCOCC (ether), [OH-].[K+] (potassium hydroxide), COC1=C(C(=O)Cl)C=CC(=C1)OC1CCN(CC1)C(C)=O (2-methoxy-4-(1-acetyl-4-piperidyloxy)benzoyl chloride), N(=O)CNC(=O)N (N-Nitrosomethylurea). Solvent: C1CCOC1 (THF). Conditions: time 30 minute. The product is COC1=C(C=CC(=C1)OC1CCN(CC1)C(C)=O)CC(=O)OC (methyl 2-methoxy-4-(1-acetyl-4-piperidyloxy)phenylacetate). RXN SMILES: C[CH2:2][O:3][CH2:4]C.[OH-].[K+].N(CNC(N)=O)=[O:9].[CH3:15][O:16][C:17]1[CH:25]=[C:24]([O:26][CH:27]2[CH2:32][CH2:31][N:30]([C:33](=[O:35])[CH3:34])[CH2:29][CH2:28]2)[CH:23]=[CH:22][C:18]=1[C:19](Cl)=O>C1COCC1>[CH3:15][O:16][C:17]1[CH:25]=[C:24]([O:26][CH:27]2[CH2:32][CH2:31][N:30]([C:33](=[O:35])[CH3:34])[CH2:29][CH2:28]2)[CH:23]=[CH:22][C:18]=1[CH2:19][C:2]([O:3][CH3:4])=[O:9] |f:1.2|. Reported procedure: A mixture of ether (14 ml) and 40% aqueous potassium hydroxide (4.2 ml) was cooled in ice. N-Nitrosomethylurea (1.4g) was added in portions with gentle swirling over 30 min. The ether layer was decanted and dried over solid potassium hydroxide for 15 min. The ether solution was decanted, then cooled in an ice bath. A solution of 2-methoxy-4-(1-acetyl-4-piperidyloxy)benzoyl chloride (0.58 g, 1.86 mmol) in THF (3 ml) was added dropwise and the mixture was stirred at ambient temperature for 2 hours... Reaction conditions: temperature 0 celsius, time 4 hour. Yield: 86.9%. The reactants are C(O)CN (ethanolamine), FC1=C(C(=O)Cl)C=CC(=C1)F (2,4-difluorobenzoyl chloride). RXN SMILES: [CH2:1]([CH2:3][NH2:4])[OH:2].[F:5][C:6]1[CH:14]=[C:13]([F:15])[CH:12]=[CH:11][C:7]=1[C:8](Cl)=[O:9]>C1COCC1.C(OCC)(=O)C>[F:5][C:6]1[CH:14]=[C:13]([F:15])[CH:12]=[CH:11][C:7]=1[C:8]([NH:4][CH2:3][CH2:1][OH:2])=[O:9]. Procedure details: To a solution of ethanolamine (1.10 g, 15.8 mmol) in THF at 0° C. under N2 was added 2,4-difluorobenzoyl chloride (500 mg, 2.83 mmol). The reaction mixture was stirred at 0° C. for 4 h, then diluted with ethyl acetate (100 mL) and washed with 1 N HCl (50 mL), saturated NaHCO3 (50 mL), and saturated NaCl (50 mL). The organic solution was dried over MgSO4 and concentrated in vacuo to yield 2,4-difluoro-N-(2-hydroxyethyl)benzamide as a white solid (495 mg, 87%). Solvent: C(C)(=O)OCC (ethyl acetate), C1CCOC1 (THF). Product: FC1=C(C(=O)NCCO)C=CC(=C1)F (2,4-difluoro-N-(2-hydroxyethyl)benzamide). Reactants: FC=1C=C2CCC(CC2=C(C1)F)NC(C(=O)O)CCC (2-(6,8-Difluoro-1,2,3,4-tetrahydro-naphthalen-2-ylamino)-pentanoic acid), CC(CN(CC(C)(C)N1C=NC(=C1)N)C)(C)C (1-{2-[(2,2-Dimethyl-propyl)-methyl-amino]-1,1-dimethyl-ethyl}-1H-imidazol-4-ylamine). Product: CC(CN(CC(C)(C)N1C=NC(=C1)NC(C(CCC)NC1CC2=C(C=C(C=C2CC1)F)F)=O)C)(C)C (2-(6,8-Difluoro-1,2,3,4-tetrahydro-naphthalen-2-ylamino)-pentanoic acid (1-{2-[(2,2-dimethyl-propyl)-methyl-amino]-1,1-dimethyl-ethyl}-1H-imidazol-4-yl)-amide). RXN SMILES: [F:1][C:2]1[CH:3]=[C:4]2[C:9](=[C:10]([F:12])[CH:11]=1)[CH2:8][CH:7]([NH:13][CH:14]([CH2:18][CH2:19][CH3:20])[C:15]([OH:17])=O)[CH2:6][CH2:5]2.[CH3:21][C:22]([CH3:37])([CH3:36])[CH2:23][N:24]([CH3:35])[CH2:25][C:26]([N:29]1[CH:33]=[C:32]([NH2:34])[N:31]=[CH:30]1)([CH3:28])[CH3:27]>>[CH3:21][C:22]([CH3:37])([CH3:36])[CH2:23][N:24]([CH3:35])[CH2:25][C:26]([N:29]1[CH:33]=[C:32]([NH:34][C:15](=[O:17])[CH:14]([NH:13][CH:7]2[CH2:6][CH2:5][C:4]3[C:9](=[C:10]([F:12])[CH:11]=[C:2]([F:1])[CH:3]=3)[CH2:8]2)[CH2:18][CH2:19][CH3:20])[N:31]=[CH:30]1)([CH3:27])[CH3:28]. Procedure details: Following the procedure for Example 86, 2-(6,8-Difluoro-1,2,3,4-tetrahydro-naphthalen-2-ylamino)-pentanoic acid (diastereomer 2) was reacted with 1-{2-[(2,2-Dimethyl-propyl)-methyl-amino]-1,1-dimethyl-ethyl}-1H-imidazol-4-ylamine to afford the title compound: C13 NMR (100 MHz, CDCl3) 14.2, 19.5, 26.8, 28.2, 28.8, 28.9, 29.8, 33.4, 36.6, 46.6, 52.8, 59.4, 59.5, 60.9, 72.4, 74.2, 101.1, 104.8, 106.9, 110.7, 110.9, 118.0, 131.1, 137.4, 139.3, 139.8, 162.2, 172.4, 194.6; MS m/z 504.4 (M+1). Reactants: [Na+], O=[N+]([O-])[O-], O=S(=O)(O)O, CCOC(=O)C(C)c1cc2ccccc2[nH]1. The product is CCOC(=O)C(C)c1cc2cc([N+](=O)[O-])ccc2[nH]1. RXN SMILES: [Na+:17].[O-:18][N+:19]([O-:20])=[O:21].[S:22](=[O:23])(=[O:24])([OH:25])[OH:26].[nH:1]1[c:2]([CH:10]([C:11](=[O:12])[O:13][CH2:14][CH3:15])[CH3:16])[cH:3][c:4]2[cH:5][cH:6][cH:7][cH:8][c:9]12>>[nH:1]1[c:2]([CH:10]([C:11](=[O:12])[O:13][CH2:14][CH3:15])[CH3:16])[cH:3][c:4]2[cH:5][c:6]([N+:19](=[O:18])[O-:20])[cH:7][cH:8][c:9]12. The reactants are CC(C)N(NC(=O)c1ccccc1)C(=O)CCc1ccccc1Br, O=C([O-])[O-], COCCOC, OB(O)c1ccc(Cl)cc1, [Na+], [Na+]. Product: CC(C)N(NC(=O)c1ccccc1)C(=O)CCc1ccccc1-c1ccc(Cl)cc1. RXN SMILES: [Br:1][c:2]1[c:3]([CH2:8][CH2:9][C:10](=[O:11])[N:12]([NH:13][C:14]([c:15]2[cH:16][cH:17][cH:18][cH:19][cH:20]2)=[O:21])[CH:22]([CH3:23])[CH3:24])[cH:4][cH:5][cH:6][cH:7]1.[C:25](=[O:26])([O-:27])[O-:28].[CH3:41][O:42][CH2:43][CH2:44][O:45][CH3:46].[Cl:31][c:32]1[cH:33][cH:34][c:35]([B:38]([OH:39])[OH:40])[cH:36][cH:37]1.[Na+:29].[Na+:30]>>[c:2]1(-[c:35]2[cH:34][cH:33][c:32]([Cl:31])[cH:37][cH:36]2)[c:3]([CH2:8][CH2:9][C:10](=[O:11])[N:12]([NH:13][C:14]([c:15]2[cH:16][cH:17][cH:18][cH:19][cH:20]2)=[O:21])[CH:22]([CH3:23])[CH3:24])[cH:4][cH:5][cH:6][cH:7]1. The reactants are CC1=C(C=CC(=C1)OCCN(C)C)NC(C1=CC=C(C=C1)N1CCN(CC1)C(=O)OC(C)(C)C)=O (N-(2-methyl-4-(2-(N,N-dimethylamino)ethoxy)phenyl)-4-(4-(1,1-dimethylethoxycarbonyl)piperazin-1-yl)benzamide), Cl (HCl). The solvent is CCOC(=O)C (EtOAc). Run at time 1 hour. The product is CC1=C(C=CC(=C1)OCCN(C)C)NC(C1=CC=C(C=C1)N1CCNCC1)=O (N-(2-methyl-4-(2-(N,N-dimethyl)aminoethoxy)phenyl)-4-(1-piperazinyl)benzamide). Yield: 62.1%. RXN SMILES: [CH3:1][C:2]1[CH:7]=[C:6]([O:8][CH2:9][CH2:10][N:11]([CH3:13])[CH3:12])[CH:5]=[CH:4][C:3]=1[NH:14][C:15](=[O:35])[C:16]1[CH:21]=[CH:20][C:19]([N:22]2[CH2:27][CH2:26][N:25](C(OC(C)(C)C)=O)[CH2:24][CH2:23]2)=[CH:18][CH:17]=1.Cl>CCOC(C)=O>[CH3:1][C:2]1[CH:7]=[C:6]([O:8][CH2:9][CH2:10][N:11]([CH3:13])[CH3:12])[CH:5]=[CH:4][C:3]=1[NH:14][C:15](=[O:35])[C:16]1[CH:21]=[CH:20][C:19]([N:22]2[CH2:27][CH2:26][NH:25][CH2:24][CH2:23]2)=[CH:18][CH:17]=1. Procedure details: To a 200 mL round bottomed flask with a stirring bar and a gas dispersion tube was added N-(2-methyl-4-(2-(N,N-dimethylamino)ethoxy)phenyl)-4-(4-(1,1-dimethylethoxycarbonyl)piperazin-1-yl)benzamide (0.295 g, 0.61 mmol) and 50 mL of dry EtOAc. This well stirred solution was cooled in an ice bath and saturated with HCl gas over 15 min. The mixture was aged 1 h at 0° C. and the excess HCl was then removed with a stream of argon. The EtOAc was removed in vacuo and the crude product was partitioned b...